Dataset: the Open Reaction Database (ORD), a public repository of structured organic reaction records. Task: describe an organic reaction: reactants, conditions, products, and yield Reactants: CN(CCNC)C (N,N,N′-trimethylethylenediamine), ClCC1=CC=C(C(=O)NC=2C3=C(N(N2)C(=O)OC(C)(C)C)SC(=C3)C(=O)NN(C3=CC=CC=C3)C)C=C1 (tert-butyl 3-(4-chloromethylbenzoylamino)-5-(N′-methyl-N′-phenylhydrazinocarbonyl)thieno[2,3-c]pyrazole-1-carboxylate), ClCC1=CC=C(C(=O)NC=2C3=C(N(N2)C(=O)OC(C)(C)C)SC(=C3)C(=O)NN(C)C3=CC=C(C=C3)Cl)C=C1 (tert-butyl 3-(4-chloromethylbenzoylamino)-5-(N′-(4-chlorophenyl)-N′-methylhydrazinocarbonyl)thieno[2,3-c]pyrazole-1-carboxylate). Reagents/catalysts: [I-].C(CCC)[N+](CCCC)(CCCC)CCCC (tetrabutylammonium iodide). Solvent: CN(C=O)C (dimethylformamide). Run at temperature 25 celsius, time 16 hour. Yields the product CN(CCN(C)CC1=CC=C(C(=O)NC=2C3=C(NN2)SC(=C3)C(=O)NN(C3=CC=CC=C3)C)C=C1)C (4-{[(2-dimethylaminoethyl)methylamino]methyl}-N-[5-(N′-methyl-N′-phenylhydrazinocarbonyl)-1H-thieno[2,3-c]pyrazol-3-yl]benzamide). RXN SMILES: [CH3:1][N:2]([CH3:7])[CH2:3][CH2:4][NH:5][CH3:6].Cl[CH2:9][C:10]1[CH:44]=[CH:43][C:13]([C:14]([NH:16][C:17]2[C:18]3[CH:31]=[C:30]([C:32]([NH:34][N:35]([CH3:42])[C:36]4[CH:41]=[CH:40][CH:39]=[CH:38][CH:37]=4)=[O:33])[S:29][C:19]=3[N:20](C(OC(C)(C)C)=O)[N:21]=2)=[O:15])=[CH:12][CH:11]=1.ClCC1C=CC(C(NC2C3C=C(C(NN(C4C=CC(Cl)=CC=4)C)=O)SC=3N(C(OC(C)(C)C)=O)N=2)=O)=CC=1>[I-].C([N+](CCCC)(CCCC)CCCC)CCC.CN(C)C=O>[CH3:1][N:2]([CH3:7])[CH2:3][CH2:4][N:5]([CH2:9][C:10]1[CH:11]=[CH:12][C:13]([C:14]([NH:16][C:17]2[C:18]3[CH:31]=[C:30]([C:32]([NH:34][N:35]([CH3:42])[C:36]4[CH:37]=[CH:38][CH:39]=[CH:40][CH:41]=4)=[O:33])[S:29][C:19]=3[NH:20][N:21]=2)=[O:15])=[CH:43][CH:44]=1)[CH3:6] |f:3.4|. Reported procedure: 27 mg (74 μmol) of tetrabutylammonium iodide and then 144 μL (1.11 mmol) of N,N,N′-trimethylethylenediamine are added to a solution of 200 mg (0.37 mmol) of an approximately 70:30 mixture of tert-butyl 3-(4-chloromethylbenzoylamino)-5-(N′-methyl-N′-phenylhydrazinocarbonyl)thieno[2,3-c]pyrazole-1-carboxylate and tert-butyl 3-(4-chloromethylbenzoylamino)-5-(N′-(4-chlorophenyl)-N′-methylhydrazinocarbonyl)thieno[2,3-c]pyrazole-1-carboxylate in 6 mL of dimethylformamide under argon. The reaction mixt... Starting materials: [H-].[Na+] (NaH), [OH-].[Na+] (NaOH), C(#N)CC(=O)OCC (ethyl cyanoacetate), IC=1C=CC2=C(N(CC3=C(N2)N=C(C=C3)C(F)(F)F)S(=O)(=O)C3=CC=C(C=C3)OC(F)(F)F)C1 (8-iodo-2-(trifluoromethyl)-6-{[4-(trifluoromethoxy)phenyl]-sulfonyl}-6,11-dihydro-5H-pyrido[2,3-b][1,5]benzodiazepine), IC=1C=CC2=C(N(CC3=C(N2)N=C(C=C3)C(F)(F)F)S(=O)(=O)C3=CC=C(C=C3)OC(F)(F)F)C1 (8-iodo-2-(trifluoromethyl)-6-{[4-(trifluoromethoxy)phenyl]-sulfonyl}-6,11-dihydro-5H-pyrido[2,3-b][1,5]benzodiazepine). Reagents/catalysts: [Cu]I (copper (I) iodide). Solvent: CS(=O)C (DMSO), O (water), O (water), C(C)(=O)OCC (ethyl acetate), CS(=O)C (DMSO). Reaction conditions: time 20 minute. Yields the product FC(OC1=CC=C(C=C1)S(=O)(=O)N1CC2=C(NC3=C1C=C(C=C3)CC#N)N=C(C=C2)C(F)(F)F)(F)F ([6-{[4-(Trifluoromethoxy)phenyl]sulfonyl}-2-(trifluoromethyl)-6,11-dihydro-5H-pyrido[2,3-b][1,5]benzodiazepin-8-yl]acetonitrile). Reaction SMILES: [H-].[Na+].[C:3]([CH2:5]C(OCC)=O)#[N:4].I[C:12]1[CH:13]=[CH:14][C:15]2[NH:21][C:20]3[N:22]=[C:23]([C:26]([F:29])([F:28])[F:27])[CH:24]=[CH:25][C:19]=3[CH2:18][N:17]([S:30]([C:33]3[CH:38]=[CH:37][C:36]([O:39][C:40]([F:43])([F:42])[F:41])=[CH:35][CH:34]=3)(=[O:32])=[O:31])[C:16]=2[CH:44]=1.[OH-].[Na+]>CS(C)=O.[Cu]I.O.C(OCC)(=O)C>[F:41][C:40]([F:42])([F:43])[O:39][C:36]1[CH:37]=[CH:38][C:33]([S:30]([N:17]2[C:16]3[CH:44]=[C:12]([CH2:5][C:3]#[N:4])[CH:13]=[CH:14][C:15]=3[NH:21][C:20]3[N:22]=[C:23]([C:26]([F:28])([F:27])[F:29])[CH:24]=[CH:25][C:19]=3[CH2:18]2)(=[O:31])=[O:32])=[CH:34][CH:35]=1 |f:0.1,4.5|. Reported procedure: A sample of NaH (23.4 mg, 0.585 mmol) was put in a dried flask and 1.5 mL of DMSO (anhydrous) was added. Then ethyl cyanoacetate (0.062 ml, 0.585 mmol) was added slowly and stirred under N2 for 20 minutes. Then a solution of 8-iodo-6-{[4-(trifluoromethoxy)phenyl]sulfonyl}-2-(trifluoromethyl)-6,11-dihydro-5H-pyrido[2,3-b][1,5]benzodiazepine (240 mg, 0.390 mmol, intermediate 61) in DMSO (2.0 ml) was added, followed by copper (I) iodide (111 mg, 0.585 mmol). The mixture was stirred for 2 hr at 90-9... Starting materials: Cc1ccc(S(=O)(=O)n2ncc3c(-c4nnc(CCl)o4)cc(Br)cc32)cc1, C1COCCN1, CC#N. Product: Cc1ccc(S(=O)(=O)n2ncc3c(-c4nnc(CN5CCOCC5)o4)cc(Br)cc32)cc1. As a reaction SMILES: [Br:1][c:2]1[cH:3][c:4](-[c:21]2[o:22][c:23]([CH2:26][Cl:27])[n:24][n:25]2)[c:5]2[cH:6][n:7][n:8]([S:11](=[O:12])(=[O:13])[c:14]3[cH:15][cH:16][c:17]([CH3:20])[cH:18][cH:19]3)[c:9]2[cH:10]1.[CH2:28]1[CH2:29][O:30][CH2:31][CH2:32][NH:33]1.[CH3:34][C:35]#[N:36]>>[Br:1][c:2]1[cH:3][c:4](-[c:21]2[o:22][c:23]([CH2:26][N:33]3[CH2:28][CH2:29][O:30][CH2:31][CH2:32]3)[n:24][n:25]2)[c:5]2[cH:6][n:7][n:8]([S:11](=[O:12])(=[O:13])[c:14]3[cH:15][cH:16][c:17]([CH3:20])[cH:18][cH:19]3)[c:9]2[cH:10]1. Starting materials: C(C1=CC=CC=C1)OC1=C(C(=CC=C1)F)[N+](=O)[O-] (1-benzyloxy-3-fluoro-2-nitrobenzene), Cl[Sn]Cl (SnCl2), Cl (HCl). Run in CCO (EtOH). The product is C(C1=CC=CC=C1)OC1=C(C(=CC=C1)F)N (2-Benzyloxy-6-fluorophenylamine). As a reaction SMILES: [CH2:1]([O:8][C:9]1[CH:14]=[CH:13][CH:12]=[C:11]([F:15])[C:10]=1[N+:16]([O-])=O)[C:2]1[CH:7]=[CH:6][CH:5]=[CH:4][CH:3]=1.Cl[Sn]Cl.Cl>CCO>[CH2:1]([O:8][C:9]1[CH:14]=[CH:13][CH:12]=[C:11]([F:15])[C:10]=1[NH2:16])[C:2]1[CH:3]=[CH:4][CH:5]=[CH:6][CH:7]=1. Procedure: A mixture of 1-benzyloxy-3-fluoro-2-nitrobenzene (1.32 g, 5.34 mmol), SnCl2 (4.96 g, 26.2 mmol), and 1N HCl (5.5 mL, 5.5 mmol) in EtOH (25 mL) is refluxed for 18 h. The mixture is concentrated and stirred with EtOAc and 1N NaOH solution. Solid NaOH is added until strongly basic. The precipitate is removed by filtration, and the organic phase is separated. It is then dried and concentrated. The residue is purified to give the title compound: MS (M+H)+=218. Reactants: BrC=1C=NC=C(C(=O)NC2=CC=C(C=C2)OC(F)(F)F)C1 (5-bromo-N-(4-(trifluoromethoxy)phenyl)nicotinamide), N1=CC(=CC=C1)B(O)O (3-pyridylboronic acid), [O-]P(=O)([O-])[O-].[K+].[K+].[K+] (K3PO4), CCO (EtOH), Si-Thiol. Reagents/catalysts: C1=CC=C(C=C1)P([C-]2C=CC=C2)C3=CC=CC=C3.C1=CC=C(C=C1)P([C-]2C=CC=C2)C3=CC=CC=C3.Cl[Pd]Cl.[Fe+2] (PdCl2(dppf)). Run in C1(=CC=CC=C1)C (toluene), O (water), C1CCOC1 (THF). Conditions: temperature 100 celsius, time 2 hour. Yields the product FC(OC1=CC=C(C=C1)NC(=O)C=1C=C(C=NC1)C=1C=NC=CC1)(F)F (N-(4-(Trifluoromethoxy)phenyl)-[3,3′-bipyridine]-5-carboxamide). RXN SMILES: Br[C:2]1[CH:3]=[N:4][CH:5]=[C:6]([CH:21]=1)[C:7]([NH:9][C:10]1[CH:15]=[CH:14][C:13]([O:16][C:17]([F:20])([F:19])[F:18])=[CH:12][CH:11]=1)=[O:8].[N:22]1[CH:27]=[CH:26][CH:25]=[C:24](B(O)O)[CH:23]=1.[O-]P([O-])([O-])=O.[K+].[K+].[K+].CCO>C1COCC1.C1C=CC(P(C2C=CC=CC=2)[C-]2C=CC=C2)=CC=1.C1C=CC(P(C2C=CC=CC=2)[C-]2C=CC=C2)=CC=1.Cl[Pd]Cl.[Fe+2].C1(C)C=CC=CC=1.O>[F:18][C:17]([F:20])([F:19])[O:16][C:13]1[CH:14]=[CH:15][C:10]([NH:9][C:7]([C:6]2[CH:21]=[C:2]([C:24]3[CH:23]=[N:22][CH:27]=[CH:26][CH:25]=3)[CH:3]=[N:4][CH:5]=2)=[O:8])=[CH:11][CH:12]=1 |f:2.3.4.5,8.9.10.11|. Procedure: A mixture of 5-bromo-N-(4-(trifluoromethoxy)phenyl)nicotinamide (Stage 42.1, 5 g, 13.85 mmol), 3-pyridylboronic acid (1.872 g, 15.23 mmol), PdCl2(dppf) (0.507 g, 0.692 mmol), K3PO4 (8.82 g, 41.5 mmol), EtOH (9.33 mL), water (14 mL) and toluene (70 mL) was stirred at 100° C. for 2 h. The solvent was evaporated off under reduced pressure and the residue was treated with water and extracted with EtOAc. The combined extracts were washed with water and brine, dried over Na2SO4 and the solvent was eva... The reactants are COC1=C(C(=O)Cl)C=CC(=C1OC)OC (2,3,4-trimethoxybenzoyl chloride), C([O-])([O-])=O.[K+].[K+] (potassium carbonate), C1(=CC=CC=C1)C1(CNCC1)CCO (3-phenyl-3-(2-hydroxyethyl)pyrrolidine), O (water). Run in CC(=O)C (acetone), C(C)(=O)OCC (ethyl acetate). Yields the product COC1=C(C(=O)N2CC(CC2)(CCO)C2=CC=CC=C2)C=CC(=C1OC)OC (1-(2,3,4-trimethoxybenzoyl)-3-phenyl-3-(2-hydroxyethyl)pyrrolidine). RXN SMILES: [CH3:1][O:2][C:3]1[C:11]([O:12][CH3:13])=[C:10]([O:14][CH3:15])[CH:9]=[CH:8][C:4]=1[C:5](Cl)=[O:6].[C:16]1([C:22]2([CH2:27][CH2:28][OH:29])[CH2:26][CH2:25][NH:24][CH2:23]2)[CH:21]=[CH:20][CH:19]=[CH:18][CH:17]=1.O.C(=O)([O-])[O-].[K+].[K+]>CC(C)=O.C(OCC)(=O)C>[CH3:1][O:2][C:3]1[C:11]([O:12][CH3:13])=[C:10]([O:14][CH3:15])[CH:9]=[CH:8][C:4]=1[C:5]([N:24]1[CH2:25][CH2:26][C:22]([C:16]2[CH:21]=[CH:20][CH:19]=[CH:18][CH:17]=2)([CH2:27][CH2:28][OH:29])[CH2:23]1)=[O:6] |f:3.4.5|. Reported procedure: Combine 2,3,4-trimethoxybenzoyl chloride (10 mmol) and 3-phenyl-3-(2-hydroxyethyl)pyrrolidine (2.1 g, 9.2 mmol) in acetone (70 mL). Add water (25 mL) and potassium carbonate (1.93 g, 14 mmol). Dilute the reaction mixture with ethyl acetate and extract with aqueous sodium bicarbonate solution and brine. Dry the organic layer over Na2SO4, filter, and evaporate in vacuo to give the title compound. Starting materials: [OH-].[Na+] (sodium hydroxide), C(CCC(=O)[O-])(=O)OCC (ethyl succinate), C1(=CC=CC2=CC=CC=C12)C=O (1-naphthaldehyde), [H-].[Na+] (sodium hydride). Solvent: C(C)O (ethyl alcohol). The product is C1(=CC=CC2=CC=CC=C12)C=C(C(=O)O)CC(=O)O (2-(1-naphthylmethylene)succinic acid). Isolated yield 55.7%. Reaction SMILES: [C:1]([O:8]CC)(=[O:7])[CH2:2][CH2:3][C:4]([O-:6])=[O:5].[C:11]1([CH:21]=O)[C:20]2[C:15](=[CH:16][CH:17]=[CH:18][CH:19]=2)[CH:14]=[CH:13][CH:12]=1.[H-].[Na+].[OH-].[Na+]>C(O)C>[C:11]1([CH:21]=[C:3]([CH2:2][C:1]([OH:8])=[O:7])[C:4]([OH:6])=[O:5])[C:20]2[C:15](=[CH:16][CH:17]=[CH:18][CH:19]=2)[CH:14]=[CH:13][CH:12]=1 |f:2.3,4.5|. Procedure: To a solution of 32.3 g of ethyl succinate and 29.0 g of 1-naphthaldehyde in 320 ml of absolute ethyl alcohol was added 10.7 g of a 50% sodium hydride (dispersion in mineral oil) with stirring under ice-cooling, and then the mixture was heated under reflux for 30 minutes. To the reaction mixture was added 230 ml of a 2N-aqueous sodium hydroxide soluiton, and then the mixture was heated under reflux for an hour. The reaction mixture was evaporated under reduced pressure, and to the residue was ad... Reactants: C(CCC)[Li] (butyllithium), FC(C(=O)O)(F)F (trifluoroacetic acid), COC1=C(CNS(=O)(=O)CC2=CC=C(C=C2)N2CCOCC2)C=CC(=C1)OC (N-(2,4-dimethoxybenzyl)-C-(4-morpholin-4-ylphenyl)methanesulfonamide), CC(=O)C (acetone). The solvent is CCCCCC (hexane), C1CCOC1 (THF). Run at time 10 minute. Yields the product OC(C(S(=O)(=O)N)C1=CC=C(C=C1)N1CCOCC1)(C)C (2-Hydroxy-2-methyl-1-(4-morpholin-4-ylphenyl)propane-1-sulfonamide). Reaction SMILES: COC1C=C(OC)C=CC=1C[NH:6][S:7]([CH2:10][C:11]1[CH:16]=[CH:15][C:14]([N:17]2[CH2:22][CH2:21][O:20][CH2:19][CH2:18]2)=[CH:13][CH:12]=1)(=[O:9])=[O:8].C([Li])CCC.[CH3:34][C:35]([CH3:37])=[O:36].FC(F)(F)C(O)=O>C1COCC1.CCCCCC>[OH:36][C:35]([CH3:37])([CH3:34])[CH:10]([C:11]1[CH:12]=[CH:13][C:14]([N:17]2[CH2:18][CH2:19][O:20][CH2:21][CH2:22]2)=[CH:15][CH:16]=1)[S:7]([NH2:6])(=[O:8])=[O:9]. Procedure: Under inert gas, 0.264 g of N-(2,4-dimethoxybenzyl)-C-(4-morpholin-4-ylphenyl)methanesulfonamide was initially charged in 3 ml of THF and then, at −78° C., 0.85 ml of a 1.6 N butyllithium solution in hexane was added dropwise. The reaction mixture was stirred for 10 minutes and then 0.22 ml of acetone was added dropwise. The mixture was stirred at constant temperature for 30 minutes, 0.102 ml of trifluoroacetic acid was added and the mixture was allowed to come to room temperature. The solvent w...